Dataset: the Open Reaction Database (ORD), a public repository of structured organic reaction records. Task: describe an organic reaction: reactants, conditions, products, and yield As a reaction SMILES: [N:1]1[CH:6]=[CH:5][N:4]=[CH:3][C:2]=1[CH2:7][NH:8][CH2:9][CH2:10][NH2:11].[CH2:12]([N:14]=[C:15]=S)[CH3:13].[NH2:17][C:18]([NH2:20])=S>>[C:18]([NH:20][C:15]([NH:14][CH2:12][CH3:13])=[N:11][CH2:10][CH2:9][NH:8][CH2:7][C:2]1[CH:3]=[N:4][CH:5]=[CH:6][N:1]=1)#[N:17]. The product is C(#N)NC(=NCCNCC1=NC=CN=C1)NCC (N-cyano-N'-ethyl-N"-[2-(2-pyrazinylmethylamino)ethyl]-guanidine). Procedure details: Reacting N-(2-pyrazinylmethyl)ethylenediamine with ethyl isothiocyanate by the procedure of Example 3 and chromatographing gives N-ethyl-N'-[2-(2-pyrazinylmethylamino)ethyl]thiorea. Reacting this thiourea with lead cyananmide by the procedure of Example 3 gives N-cyano-N'-ethyl-N"-[2-(2-pyrazinylmethylamino)ethyl]-guanidine. Reactants: N1=C(C=NC=C1)CNCCN (N-(2-pyrazinylmethyl)ethylenediamine), C(C)N=C=S (ethyl isothiocyanate), NC(=S)N (thiourea).